Dataset: the Open Reaction Database (ORD), a public repository of structured organic reaction records. Task: describe an organic reaction: reactants, conditions, products, and yield Starting materials: N#Cc1cc2c(=O)ccn3c4ccccc4c(c1)c23, CCOCCO, [Na+], [OH-]. The product is NC(=O)c1cc2c(=O)ccn3c4ccccc4c(c1)c23. RXN SMILES: [C:1](#[N:2])[c:3]1[cH:4][c:5]2[c:6]3[cH:7][cH:8][cH:9][cH:10][c:11]3[n:12]3[c:13]2[c:14]([cH:15]1)[c:16](=[O:19])[cH:17][cH:18]3.[CH2:22]([O:23][CH2:24][CH2:25][OH:26])[CH3:27].[Na+:21].[OH-:20]>>[C:1]([NH2:2])([c:3]1[cH:4][c:5]2[c:6]3[cH:7][cH:8][cH:9][cH:10][c:11]3[n:12]3[c:13]2[c:14]([cH:15]1)[c:16](=[O:19])[cH:17][cH:18]3)=[O:20]. Reactants: BrC=1C=C(C=C(C1)C)C (5-bromo-m-xylene), C[Si](C)(C)C#C (trimethylsilylacetylene), C1=CC=C(C=C1)P(C2=CC=CC=C2)C3=CC=CC=C3 (PPh3), C1=CC=C(C=C1)P(C2=CC=CC=C2)C3=CC=CC=C3 (PPh3), C[Si](C)(C)C#C (trimethylsilylacetylene). The reagents and catalysts are [Cu]I (CuI), Cl[Pd]([P](C1=CC=CC=C1)(C2=CC=CC=C2)C3=CC=CC=C3)([P](C4=CC=CC=C4)(C5=CC=CC=C5)C6=CC=CC=C6)Cl (Pd(PPh3)2Cl2), [Cu]I (CuI), Cl[Pd]([P](C1=CC=CC=C1)(C2=CC=CC=C2)C3=CC=CC=C3)([P](C4=CC=CC=C4)(C5=CC=CC=C5)C6=CC=CC=C6)Cl (Pd(PPh3)2Cl2). Run in C(C)(C)NC(C)C (diisopropylamine), hexanes. Reaction conditions: temperature 75 celsius. The product is C[Si](C#CC1=CC(=CC(=C1)C)C)(C)C (1-trimethylsilyl-2-(3,5-dimethylphenyl)-acetylene). As a reaction SMILES: Br[C:2]1[CH:3]=[C:4]([CH3:9])[CH:5]=[C:6]([CH3:8])[CH:7]=1.C1C=CC(P(C2C=CC=CC=2)C2C=CC=CC=2)=CC=1.[CH3:29][Si:30]([C:33]#[CH:34])([CH3:32])[CH3:31]>[Cu]I.Cl[Pd](Cl)([P](C1C=CC=CC=1)(C1C=CC=CC=1)C1C=CC=CC=1)[P](C1C=CC=CC=1)(C1C=CC=CC=1)C1C=CC=CC=1.C(NC(C)C)(C)C>[CH3:29][Si:30]([CH3:32])([CH3:31])[C:33]#[C:34][C:2]1[CH:3]=[C:4]([CH3:9])[CH:5]=[C:6]([CH3:8])[CH:7]=1 |^1:39,58|. Procedure details: A solution of 5-bromo-m-xylene (19.4 g, 105 mmol) and diisopropylamine (100 mL) was degassed with argon and kept under an argon atmosphere. CuI (2.07 g, 10.7 mmol), PPh3 (4.06 g, 15.3 mmol) and Pd(PPh3)2Cl2 (2.09 g, 2.92 mmol) were added followed by addition of trimethylsilylacetylene (12.3 g, 18 mL, 125 mmol). The reaction was heated to 75° C. for 2 h giving a dark brown viscous mixture. Additional trimethylsilylacetylene (6.15 g, 9 mL, 63 mmol), PPh3 (2.04 g, 7.78 mmol), CuI (1.05 g, 5.51 mmol... The reactants are CO, CN, CC1=CC(=O)CS(=O)(=O)N1C(C)C. Yields the product CNC(C)=CC(=O)CS(=O)(=O)NC(C)C. Reaction SMILES: [CH3:16][OH:17].[CH3:1][NH2:2].[CH:3]([CH3:4])([CH3:5])[N:6]1[S:7](=[O:14])(=[O:15])[CH2:8][C:9](=[O:13])[CH:10]=[C:11]1[CH3:12]>>[CH3:1][NH:2][C:11](=[CH:10][C:9]([CH2:8][S:7]([NH:6][CH:3]([CH3:4])[CH3:5])(=[O:14])=[O:15])=[O:13])[CH3:12]. Starting materials: O (Water), C1=CC=CC=2C3=CC=CC=C3NC12 (Carbazole), CN(C)C=O (DMF), compound 8, [H-].[Na+] (NaH). Reaction conditions: time 18 hour. Product: C1=CC=CC=2C3=CC=CC=C3N(C12)C[C@@H](COC1OCCCC1)C ((2S)-3-(9H-Carbazol-9-yl)-2-methyl-1-((tetrahydropyran-2-yl)oxy)propane). Isolated yield 21.0%. As a reaction SMILES: [CH:1]1[C:13]2[NH:12][C:11]3[C:6](=[CH:7][CH:8]=[CH:9][CH:10]=3)[C:5]=2[CH:4]=[CH:3][CH:2]=1.[H-].[Na+].[OH2:16].CN([CH:20]=[O:21])C>>[CH:10]1[C:11]2[N:12]([CH2:4][C@H:5]([CH3:6])[CH2:13][O:16][CH:10]3[CH2:9][CH2:8][CH2:7][CH2:20][O:21]3)[C:13]3[C:5](=[CH:4][CH:3]=[CH:2][CH:1]=3)[C:6]=2[CH:7]=[CH:8][CH:9]=1 |f:1.2|. Procedure: Carbazole (1.42 g, 0.0085 mol) was dissolved in dry DMF (40 mL) and NaH (60% dispersion in oil) (0.443 g, 0.0111 mol) was added. After stirring at ambient temperature for 45 min compound 8 (2.02 g, 0.0085 mol) was added and stirring continued at room temperature for 18 h. Water (20 mL) was added. Extraction with CH2Cl2 (3×20 ml), drying of the organic phases (MgSO4) and evaporation of the solvents in vacuo afforded an oil. Purification of the crude product twice on a silica gel column (1: Eluent... Reactants: FC(S(=O)(=O)OS(=O)(=O)C(F)(F)F)(F)F (Trifluoromethanesulfonic anhydride), O (water), TEA, OC1=CC=C(C(=O)OC(C)(C)C)C=C1 (tert-butyl 4-hydroxybenzoate). Run in C(Cl)Cl (DCM). Conditions: time 4 hour. Yields the product C(C)(C)(C)OC(C1=CC=C(C=C1)OS(=O)(=O)C(F)(F)F)=O (4-Trifluoromethanesulfonyloxy-benzoic acid tert-butyl ester). Isolated yield 87.1%. Reaction SMILES: [F:1][C:2]([F:15])([F:14])[S:3]([O:6]S(C(F)(F)F)(=O)=O)(=[O:5])=[O:4].O[C:17]1[CH:29]=[CH:28][C:20]([C:21]([O:23][C:24]([CH3:27])([CH3:26])[CH3:25])=[O:22])=[CH:19][CH:18]=1.O>C(Cl)Cl>[C:24]([O:23][C:21](=[O:22])[C:20]1[CH:28]=[CH:29][C:17]([O:6][S:3]([C:2]([F:15])([F:14])[F:1])(=[O:5])=[O:4])=[CH:18][CH:19]=1)([CH3:27])([CH3:25])[CH3:26]. Procedure details: Trifluoromethanesulfonic anhydride (1.04 ml, 6.2 mmol) was added to a cooled (5° C.) solution of tert-butyl 4-hydroxybenzoate (1 g, 5.1 mmol) in a mixture of DCM (25 ml) and TEA (1.1 ml, 7.8 mmol). After 4 h at 5° C., water was added. The organic layer was separated, dried over MgSO4 and concentrated in vacuo. The residue was chromatographed over silica gel (eluent: cyclohexane/iPr2O 95/5) to yield the above-titled compound as a colorless oil (1.45 g). 1H NMR (CDCl3): 8.09 (2H, d, J=8.6 Hz), 7.3... Starting materials: Cl (hydrochloric acid), [OH-].[K+] (KOH), FC1=CC=C(C(C=NO)=C1)O (5-Fluorosalicylaldoxime). Solvent: O (water), O (water), C(C)(=O)OC(C)=O (acetic anhydride), C(C)O (ethanol). The product is C(#N)C1=C(C=CC(=C1)F)O (2-cyano-4-fluorophenol). Yield: 87.5%. RXN SMILES: [F:1][C:2]1[CH:10]=[C:6]([CH:7]=[N:8]O)[C:5]([OH:11])=[CH:4][CH:3]=1.[OH-].[K+].Cl>C(OC(=O)C)(=O)C.O.C(O)C>[C:7]([C:6]1[CH:10]=[C:2]([F:1])[CH:3]=[CH:4][C:5]=1[OH:11])#[N:8] |f:1.2|. Procedure details: 5-Fluorosalicylaldoxime (20.2 g, 0.13 mol) was dissolved in acetic anhydride (100 ml), followed by refluxing for 5 hours, distilling off acetic anhydride under reduced pressure after completion of the reaction, adding to the remaining oily material, a solution of KOH (20 g) dissolved in water (100 ml) and ethanol (100 ml), heating the mixture at 80° C. for 2 hours, allowing to cool down to room temperature, adding 6N-hydrochloric acid (50 ml) and water (200 ml) to deposit crystals, filtering the...